This data is from the Open Reaction Database (ORD), a public repository of structured organic reaction records. The task is: describe an organic reaction: reactants, conditions, products, and yield Reactants: COC(=O)c1sc(-c2cccc(NCC3CCCCC3)c2)c(Br)c1OCC(=O)OC(C)(C)C, O=C(Cl)Oc1ccccc1, NC(=O)[O-]. Yields the product COC(=O)c1sc(-c2cccc(N(CC3CCCCC3)C(=O)Oc3ccccc3)c2)c(Br)c1OCC(=O)OC(C)(C)C. As a reaction SMILES: [CH3:15][O:16][C:17](=[O:18])[c:19]1[s:20][c:21](-[c:34]2[cH:35][c:36]([NH:40][CH2:41][CH:42]3[CH2:43][CH2:44][CH2:45][CH2:46][CH2:47]3)[cH:37][cH:38][cH:39]2)[c:22]([Br:33])[c:23]1[O:24][CH2:25][C:26](=[O:27])[O:28][C:29]([CH3:30])([CH3:31])[CH3:32].[Cl:5][C:6](=[O:7])[O:8][c:9]1[cH:10][cH:11][cH:12][cH:13][cH:14]1.[NH2:1][C:2](=[O:3])[O-:4]>>[C:6](=[O:7])([O:8][c:9]1[cH:10][cH:11][cH:12][cH:13][cH:14]1)[N:40]([c:36]1[cH:35][c:34](-[c:21]2[s:20][c:19]([C:17]([O:16][CH3:15])=[O:18])[c:23]([O:24][CH2:25][C:26](=[O:27])[O:28][C:29]([CH3:30])([CH3:31])[CH3:32])[c:22]2[Br:33])[cH:39][cH:38][cH:37]1)[CH2:41][CH:42]1[CH2:43][CH2:44][CH2:45][CH2:46][CH2:47]1.